This data is from the Open Reaction Database (ORD), a public repository of structured organic reaction records. The task is: describe an organic reaction: reactants, conditions, products, and yield Starting materials: C1(CC1)N1C(N2[C@@H]([C@@H](NCC2)C(=O)OC)C1)=O (trans-methyl 2-cyclopropyl-3-oxo-1,5,6,7,8,8a-hexahydroimidazo[1,5-a]pyrazine-8-carboxylate), C(C)(C)N (isopropylamine). Product: C(C)(C)N1C(N2C(C(NCC2)C(=O)OC)C1)=O (methyl 2-isopropyl-3-oxo-1,5,6,7,8,8a-hexahydroimidazo[1,5-a]pyrazine-8-carboxylate). RXN SMILES: [CH:1]1([N:4]2[CH2:16][C@@H:7]3[C@H:8]([C:12]([O:14][CH3:15])=[O:13])[NH:9][CH2:10][CH2:11][N:6]3[C:5]2=[O:17])[CH2:3][CH2:2]1.C(N)(C)C>>[CH:1]([N:4]1[CH2:16][CH:7]2[CH:8]([C:12]([O:14][CH3:15])=[O:13])[NH:9][CH2:10][CH2:11][N:6]2[C:5]1=[O:17])([CH3:3])[CH3:2]. Procedure details: Compound 84-C was prepared in analogy to compound 82-C by using isopropylamine instead of cyclopropylamine. The reactants are BrCCC(=O)OC(C)(C)C (tert-butyl 3-bromopropionate), NC(C1=CC=C(COCC(=O)OC(C)(C)C)C=C1)=NO (tert-butyl ({4-[amino(hydroxyimino)methyl]benzyl}oxy)acetate), C(#N)C=1C=C(CO)C=CC1 (3-cyanobenzyl alcohol). Procedure: The title compound was prepared according the procedure described for Intermediate 15 Step 1, but starting from 3-cyanobenzyl alcohol and tert-butyl 3-bromopropionate. It was isolated as a colorless oil (630 mg, 32%). 1H NMR (DMSO-d6, 300 MHz) δ 7.76 (m, 2H), 7.65 (m, 1H), 7.57 (m, 1H), 4.53 (brs, 2H), 3.64 (t, J=6.3 Hz, 2H), 2.49 (t, J=6.3 Hz, 2H), 1.40 (s, 9H). LC/MS (Method B) 262.2 (M+H)+. HPLC (Method A) Rt 4.75 min (Purity: 99.9%). Product: C(#N)C=1C=C(COCCC(=O)OC(C)(C)C)C=CC1 (tert-butyl 3-[(3-cyanobenzyl)oxy]propanoate), oil. Yield: 32.0%. As a reaction SMILES: NC(=NO)C1C=CC(COCC(OC(C)(C)C)=O)=CC=1.[C:21]([C:23]1[CH:24]=[C:25]([CH:28]=[CH:29][CH:30]=1)[CH2:26][OH:27])#[N:22].Br[CH2:32][CH2:33][C:34]([O:36][C:37]([CH3:40])([CH3:39])[CH3:38])=[O:35]>>[C:21]([C:23]1[CH:24]=[C:25]([CH:28]=[CH:29][CH:30]=1)[CH2:26][O:27][CH2:32][CH2:33][C:34]([O:36][C:37]([CH3:40])([CH3:39])[CH3:38])=[O:35])#[N:22]. The reactants are Cl (HCl), C(C)OC(=O)C=1C(NC2=CC=CC=C2C1C1=CC2=C(C=C1)OCO2)=O (1,2-dihydro-4-(3,4-methylenedioxyphenyl)-2-oxo-3-quinoline carboxylic acid ethyl ester), CO (methanol), [OH-].[K+] (potassium hydroxide). Solvent: O (water). Product: C1OC=2C=C(C=CC2O1)C1=C(C(NC2=CC=CC=C12)=O)C(=O)O (1,2-dihydro-4-(3,4-methylenedioxyphenyl)-2-oxo-3-quinoline carboxylic acid). Yield: 95.4%. As a reaction SMILES: C([O:3][C:4]([C:6]1[C:7](=[O:25])[NH:8][C:9]2[C:14]([C:15]=1[C:16]1[CH:21]=[CH:20][C:19]3[O:22][CH2:23][O:24][C:18]=3[CH:17]=1)=[CH:13][CH:12]=[CH:11][CH:10]=2)=[O:5])C.CO.[OH-].[K+].Cl>O>[CH2:23]1[O:22][C:19]2[CH:20]=[CH:21][C:16]([C:15]3[C:14]4[C:9](=[CH:10][CH:11]=[CH:12][CH:13]=4)[NH:8][C:7](=[O:25])[C:6]=3[C:4]([OH:5])=[O:3])=[CH:17][C:18]=2[O:24]1 |f:2.3|. Reported procedure: A mixture of 1,2-dihydro-4-(3,4-methylenedioxyphenyl)-2-oxo-3-quinoline carboxylic acid ethyl ester (40 g, 118.6 mmol), methanol (200 ml), water (300 ml) and potassium hydroxide (33.3 g, 593.5 mmol) was refluxed with heat for 40 hours. To the reaction mixture was added 110 ml of 6N-HCl to acidify the mixture to obtain a precipitated crystal by filtration. The crystal obtained was washed with diethylether to give 35 g (yield: 95.4%) of the title compound. The reactants are NC(=O)OCC (urethane), [Mn](=O)(=O)(=O)[O-].[K+] (potassium permanganate), CC=1C=CC=CC1C (o-xylene). Reaction conditions: temperature 80 celsius, time 30 minute. Product: C(C)OC(=O)NC1=C(C=CC(=C1)NC(=O)OCC)C (2,4-bis-(ethoxycarbonylamino)-toluene). As a reaction SMILES: [NH2:1][C:2]([O:4][CH2:5][CH3:6])=[O:3].[Mn]([O-])(=O)(=O)=O.[K+].C[C:14]1[CH:15]=[CH:16][CH:17]=[CH:18][C:19]=1[CH3:20]>>[CH2:5]([O:4][C:2]([NH:1][C:18]1[CH:17]=[C:16]([NH:1][C:2]([O:4][CH2:5][CH3:6])=[O:3])[CH:15]=[CH:14][C:19]=1[CH3:20])=[O:3])[CH3:6] |f:1.2|. Procedure: 10 g of the urethane which had previously been treated in this way were dissolved in 60 g o-xylene. The solution is heated to 80° C. and mixed with 2 g of a 2%, by weight, aqueous potassium permanganate solution. The mixture was stirred intensely for 30 minutes at 80° C. The hot organic phase was then separated from the solid and aqueous constituents. The organic phase was concentrated by distilling off a proportion of the xylene to half of its original volume, and the purified 2,4-bis-(ethoxyca... Reactants: BrC(C(=O)C=1C=CC2=C(N(C(CS2)=O)C)C1)C (6-(2-bromopropionyl)-4-methyl-3-oxo-3,4-dihydro-2H-1,4-benzothiazine), NC1=NC=CC(=C1)C (2-amino-4-methyl-pyridine). Yields the product CC1=C(N=C2N1C=CC(=C2)C)C=2C=CC1=C(N(C(CS1)=O)C)C2 (6-(3,7-Dimethylimidazo[1,2-a]pyridin-2-yl)-4-methyl-3-oxo-3,4-dihyro-2H-1,4-benzothiazine). Isolated yield 58.8%. Reaction SMILES: Br[CH:2]([CH3:17])[C:3]([C:5]1[CH:6]=[CH:7][C:8]2[S:13][CH2:12][C:11](=[O:14])[N:10]([CH3:15])[C:9]=2[CH:16]=1)=O.[NH2:18][C:19]1[CH:24]=[C:23]([CH3:25])[CH:22]=[CH:21][N:20]=1>>[CH3:17][C:2]1[N:20]2[CH:21]=[CH:22][C:23]([CH3:25])=[CH:24][C:19]2=[N:18][C:3]=1[C:5]1[CH:6]=[CH:7][C:8]2[S:13][CH2:12][C:11](=[O:14])[N:10]([CH3:15])[C:9]=2[CH:16]=1. Procedure: 6-(3,7-Dimethylimidazo[1,2-a]pyridin-2-yl)-4-methyl-3-oxo-3,4-dihyro-2H-1,4-benzothiazine (1.9 g) was prepared in the substantially same manner as that of Example 4 from 6-(2-bromopropionyl)-4-methyl-3-oxo-3,4-dihydro-2H-1,4-benzothiazine (3.14 g) and 2-amino-4-methyl-pyridine (3.24 g).